Dataset: the Open Reaction Database (ORD), a public repository of structured organic reaction records. Task: describe an organic reaction: reactants, conditions, products, and yield The reactants are C(C)(C)(C)C=1N=C(C2=C(N1)N(N=N2)CC2=C(C=CC=C2)Cl)N2CCOCC2 (5-tert-Butyl-3-(2-chloro-benzyl)-7-morpholin-4-yl-3H-[1,2,3]triazolo[4,5-d]pyrimidine), C(C)(C)(C)C=1N=C(C2=C(N1)N(N=N2)CC2=C(C=CC=C2)Cl)Cl (5-tert-butyl-7-chloro-3-(2-chlorobenzyl)-3H-[1,2,3]triazolo[4,5-d]pyrimidine), CC1NCCC1 (2-methylpyrrolidine). The product is C(C)(C)(C)C=1N=C(C2=C(N1)N(N=N2)CC2=C(C=CC=C2)Cl)N2C(CCC2)(C)C (5-tert-Butyl-3-(2-chloro-benzyl)-7-(2,2-dimethyl-pyrrolidin-1-yl)-3H-[1,2,3]triazolo[4,5-d]pyrimidine), solid. Isolated yield 70.0%. RXN SMILES: C(C1N=C(N2CCOCC2)C2N=NN([CH2:14][C:15]3[CH:20]=[CH:19][CH:18]=C[C:16]=3Cl)C=2N=1)(C)(C)C.[C:28]([C:32]1[N:33]=[C:34](Cl)[C:35]2[N:40]=[N:39][N:38]([CH2:41][C:42]3[CH:47]=[CH:46][CH:45]=[CH:44][C:43]=3[Cl:48])[C:36]=2[N:37]=1)([CH3:31])([CH3:30])[CH3:29].CC1CCC[NH:52]1>>[C:28]([C:32]1[N:33]=[C:34]([N:52]2[CH2:18][CH2:19][CH2:20][C:15]2([CH3:14])[CH3:16])[C:35]2[N:40]=[N:39][N:38]([CH2:41][C:42]3[CH:47]=[CH:46][CH:45]=[CH:44][C:43]=3[Cl:48])[C:36]=2[N:37]=1)([CH3:31])([CH3:30])[CH3:29]. Procedure details: In analogy to the procedure described for the synthesis of 5-tert-butyl-3-(2-chloro-benzyl)-7-morpholin-4-yl-3H-[1,2,3]triazolo[4,5-d]pyrimidine (example 1, step c), the title compound was prepared from 5-tert-butyl-7-chloro-3-(2-chlorobenzyl)-3H-[1,2,3]triazolo[4,5-d]pyrimidine and 2-methylpyrrolidine and isolated as white solid (13.2 mg, 70%). MS (m/e): 399.4 (MH+). The reactants are O=C([O-])O, COCCOC(=O)Nc1ccc(-c2cnc3c(c2)c(-c2ccccc2OC)nn3COCC[Si](C)(C)C)cc1C(=O)N(C)C, CC(=O)O, [O-][Cl+3]([O-])([O-])O, [Na+]. Product: COCCOC(=O)Nc1ccc(-c2cnc3[nH]nc(-c4ccccc4OC)c3c2)cc1C(=O)N(C)C. Reaction SMILES: [C:50](=[O:51])([OH:52])[O-:53].[CH3:1][O:2][CH2:3][CH2:4][O:5][C:6]([NH:7][c:8]1[c:9]([C:39]([N:40]([CH3:41])[CH3:42])=[O:43])[cH:10][c:11](-[c:14]2[cH:15][c:16]3[c:17]([n:18][cH:19]2)[n:20]([CH2:31][O:32][CH2:33][CH2:34][Si:35]([CH3:36])([CH3:37])[CH3:38])[n:21][c:22]3-[c:23]2[c:24]([O:29][CH3:30])[cH:25][cH:26][cH:27][cH:28]2)[cH:12][cH:13]1)=[O:44].[CH3:55][C:56](=[O:57])[OH:58].[Cl+3:45]([OH:46])([O-:47])([O-:48])[O-:49].[Na+:54]>>[CH3:1][O:2][CH2:3][CH2:4][O:5][C:6]([NH:7][c:8]1[c:9]([C:39]([N:40]([CH3:41])[CH3:42])=[O:43])[cH:10][c:11](-[c:14]2[cH:15][c:16]3[c:17]([n:18][cH:19]2)[nH:20][n:21][c:22]3-[c:23]2[c:24]([O:29][CH3:30])[cH:25][cH:26][cH:27][cH:28]2)[cH:12][cH:13]1)=[O:44]. RXN SMILES: [C:1]([CH3:2])([CH3:3])([CH3:4])[O:5][C:6]([NH:7][c:8]1[s:9][c:10]([C:13]2([OH:20])[CH2:14][CH2:15][C:16](=[O:19])[CH2:17][CH2:18]2)[cH:11][n:12]1)=[O:21].[NH:22]1[CH2:23][CH:24]([NH:26][C:27](=[O:28])[CH2:29][NH:30][C:31]([c:32]2[cH:33][c:34]([C:38]([F:39])([F:40])[F:41])[cH:35][cH:36][cH:37]2)=[O:42])[CH2:25]1>>[C:1]([CH3:2])([CH3:3])([CH3:4])[O:5][C:6]([NH:7][c:8]1[s:9][c:10]([C:13]2([OH:20])[CH2:14][CH2:15][CH:16]([N:22]3[CH2:23][CH:24]([NH:26][C:27](=[O:28])[CH2:29][NH:30][C:31]([c:32]4[cH:33][c:34]([C:38]([F:39])([F:40])[F:41])[cH:35][cH:36][cH:37]4)=[O:42])[CH2:25]3)[CH2:17][CH2:18]2)[cH:11][n:12]1)=[O:21]. The reactants are CC(C)(C)OC(=O)Nc1ncc(C2(O)CCC(=O)CC2)s1, O=C(CNC(=O)c1cccc(C(F)(F)F)c1)NC1CNC1. Product: CC(C)(C)OC(=O)Nc1ncc(C2(O)CCC(N3CC(NC(=O)CNC(=O)c4cccc(C(F)(F)F)c4)C3)CC2)s1.